Dataset: the Open Reaction Database (ORD), a public repository of structured organic reaction records. Task: describe an organic reaction: reactants, conditions, products, and yield The reactants are C(C)(C)(C)OC([C@@H]([C@@H](CCCCCC)O)CCCCC)=O ((2R,3R)-3-hydroxy-2-pentylnonanoic acid t-butyl ester), [Cl-].[NH4+] (ammonium chloride), C(C)(C)(C)C1=NC(=CC=C1)C(C)(C)C (2,6-di-t-butylpyridine), O(S(=O)(=O)C(F)(F)F)C (Methyl triflate). Run in ClCCl (dichloromethane). Conditions: time 5 minute. Product: C(C)(C)(C)OC([C@@H]([C@@H](CCCCCC)OC)CCCCC)=O ((2R,3R)-3-methoxy-2-pentylnonanoic acid t-butyl ester). Isolated yield 95.4%. As a reaction SMILES: [C:1]([O:5][C:6](=[O:21])[C@H:7]([CH2:16][CH2:17][CH2:18][CH2:19][CH3:20])[C@H:8]([OH:15])[CH2:9][CH2:10][CH2:11][CH2:12][CH2:13][CH3:14])([CH3:4])([CH3:3])[CH3:2].[C:22](C1C=CC=C(C(C)(C)C)N=1)(C)(C)C.O(C)S(C(F)(F)F)(=O)=O.[Cl-].[NH4+]>ClCCl>[C:1]([O:5][C:6](=[O:21])[C@H:7]([CH2:16][CH2:17][CH2:18][CH2:19][CH3:20])[C@H:8]([O:15][CH3:22])[CH2:9][CH2:10][CH2:11][CH2:12][CH2:13][CH3:14])([CH3:3])([CH3:4])[CH3:2] |f:3.4|. Reported procedure: The (2R,3R)-3-hydroxy-2-pentylnonanoic acid t-butyl ester (500 mg, 1.66 mmol) obtained in Production Example C-3 was dissolved in anhydrous dichloromethane (5.0 ml). Then, 2,6-di-t-butylpyridine (476 mg, 2.49 mmol) was added thereto to be stirred for 5 minutes at room temperature. Methyl triflate (328 mg, 1.99 mmol) was added to the obtained mixture, which was heated to 40° C. and stirred for 20 hours. An aqueous saturated ammonium chloride solution was added to the reaction solution, which was ... The reactants are C(C)(C)(C)OC(CCC1=CC(=C(C(=C1)Cl)C1=NC2=C(N1)C=C(C=C2)C=2OC(=NN2)C2=CC=C(C=C2)Cl)Cl)=O (3-(3,5-Dichloro-4-{6-[5-(4-chloro-phenyl)-[1,3,4]oxadiazol-2-yl]-1H-benzoimidazol-2-yl}-phenyl)-propionic acid tert-butyl ester), Cl (HCl). The reagents and catalysts are C1(=CC=CC=C1)OC (anisole). Run in O1CCOCC1 (1,4-dioxane). Reaction conditions: time 72 hour. Yields the product ClC=1C=C(C=C(C1C1=NC2=C(N1)C=C(C=C2)C=2OC(=NN2)C2=CC=C(C=C2)Cl)Cl)CCC(=O)O (3-(3,5-Dichloro-4-{6-[5-(4-chloro-phenyl)-[1,3,4]oxadiazol-2-yl]-1H-benzoimidazol-2-yl}-phenyl)-propionic acid). As a reaction SMILES: C([O:5][C:6](=[O:38])[CH2:7][CH2:8][C:9]1[CH:14]=[C:13]([Cl:15])[C:12]([C:16]2[NH:20][C:19]3[CH:21]=[C:22]([C:25]4[O:26][C:27]([C:30]5[CH:35]=[CH:34][C:33]([Cl:36])=[CH:32][CH:31]=5)=[N:28][N:29]=4)[CH:23]=[CH:24][C:18]=3[N:17]=2)=[C:11]([Cl:37])[CH:10]=1)(C)(C)C.Cl>C1(OC)C=CC=CC=1.O1CCOCC1>[Cl:15][C:13]1[CH:14]=[C:9]([CH2:8][CH2:7][C:6]([OH:38])=[O:5])[CH:10]=[C:11]([Cl:37])[C:12]=1[C:16]1[NH:20][C:19]2[CH:21]=[C:22]([C:25]3[O:26][C:27]([C:30]4[CH:31]=[CH:32][C:33]([Cl:36])=[CH:34][CH:35]=4)=[N:28][N:29]=3)[CH:23]=[CH:24][C:18]=2[N:17]=1. Reported procedure: To a 100 ml rbf was added 0.090 g (0.157 mmol) of 3-(3,5-Dichloro-4-{6-[5-(4-chloro-phenyl)-[1,3,4]oxadiazol-2-yl]-1H-benzoimidazol-2-yl}-phenyl)-propionic acid tert-butyl ester, a few drops of anisole, and 3 mL 4M HCl in 1,4-dioxane. The purple solution was allowed to stir at r.t. for 72 h. The reaction mixture was concentrated and the residue purified by basic HPLC (ACN/0.005 mM H2O—NH4OH, 2.5:7.5 to 8:2) to give the title compound. 1H NMR (400 MHz, DMSO-d6) δ ppm 2.78 (t, J=7.45 Hz, 2H) 3.07 ... Reactants: O=C([O-])[O-], CO, Cl, [K+], [K+], NO, COc1ccc2c(c1)CCC1CCNC(=O)C(CC(C)=O)=C21, O. Product: COc1ccc2c(c1)CCC1CCNC(=O)C(CC(C)=NO)=C21. As a reaction SMILES: [C:26](=[O:27])([O-:28])[O-:29].[CH3:32][OH:33].[ClH:1].[K+:30].[K+:31].[NH2:2][OH:3].[O:4]=[C:5]([CH2:6][C:7]1=[C:13]2[CH:12]([CH2:11][CH2:10][NH:9][C:8]1=[O:24])[CH2:21][CH2:20][c:19]1[c:14]2[cH:15][cH:16][c:17]([O:22][CH3:23])[cH:18]1)[CH3:25].[OH2:34]>>[N:2]([OH:3])=[C:5]([CH2:6][C:7]1=[C:13]2[CH:12]([CH2:11][CH2:10][NH:9][C:8]1=[O:24])[CH2:21][CH2:20][c:19]1[c:14]2[cH:15][cH:16][c:17]([O:22][CH3:23])[cH:18]1)[CH3:25]. Reactants: C(C1=CC=CC=C1)N1CC(C=2C(C3=C(NC2C1)COC3=O)C3=CC(=C(C=C3)F)Br)=O (6-benzyl-9-(3-bromo-4-fluorophenyl)-5,6,7,9-tetrahydrofuro[3,4-b][1,7]naphthyridine-1,8(3H,4H)-dione), ClC(=O)OC=C (vinyl chloroformate). The solvent is C(Cl)Cl (methylene chloride). Reaction conditions: time 16 hour. The product is Cl.BrC=1C=C(C=CC1F)C1C2=C(NC=3CNCC(C13)=O)COC2=O (9-(3-bromo-4-fluorophenyl)-5,6,7,9-tetrahydrofuro [3,4-b][1,7]naphthyridine-1,8(3H,4H)-dione Hydrochloride). The yield is 25.7%. Reaction SMILES: C([N:8]1[CH2:17][C:16]2[NH:15][C:14]3[CH2:18][O:19][C:20](=[O:21])[C:13]=3[CH:12]([C:22]3[CH:27]=[CH:26][C:25]([F:28])=[C:24]([Br:29])[CH:23]=3)[C:11]=2[C:10](=[O:30])[CH2:9]1)C1C=CC=CC=1.[Cl:31]C(OC=C)=O>C(Cl)Cl>[ClH:31].[Br:29][C:24]1[CH:23]=[C:22]([CH:12]2[C:11]3[C:10](=[O:30])[CH2:9][NH:8][CH2:17][C:16]=3[NH:15][C:14]3[CH2:18][O:19][C:20](=[O:21])[C:13]2=3)[CH:27]=[CH:26][C:25]=1[F:28] |f:3.4|. Procedure details: A solution of product from Example 39B (0.35 g, 0.75 mmol) in methylene chloride (10 ml) was treated with vinyl chloroformate (0.1 mL, 1.2 mmol), stirred at ambient temperature for 16 hours, concentrated to dryness, treated with ethanol (10 mL), treated with 6N HCl (3 mL), refluxed for 5 hours and concentrated to dryness, Purification of the residue on silica gel (10:90:1 ethanol/methylene chloride/saturated ammonium hydroxide) provided the title compound (0.08 g) which was converted the HCl sal... Reactants: C1(CCCC(=O)O1)=O (glutaric anhydride), 4-N,N-dimethylaminopyridine, Cl.NN=CC1=CC=C(C=C1)C1=NOC2(C1)CCN(CC2)CC(=O)OCC (Ethyl (3-(4-(Aminoiminomethyl)phenyl)-1-oxa-2,8-diaza-spiro[4.5]dec-2-en-8-yl)acetate Hydrochloride). Run in C1CCOC1 (THF). Conditions: time 1 hour. Product: C(#N)C1=CC=C(C=C1)C1=NOC2(C1)CCN(CC2)C(CCCC(=O)O)=O (5-(3-(4-Cyanophenyl)-1-oxa-2,8-diaza-spiro[4.5]dec-2-en-8-yl)-5-oxopentanoic Acid). RXN SMILES: Cl.N[N:3]=[CH:4][C:5]1[CH:10]=[CH:9][C:8]([C:11]2[CH2:15][C:14]3([CH2:20][CH2:19][N:18](CC(OCC)=O)[CH2:17][CH2:16]3)[O:13][N:12]=2)=[CH:7][CH:6]=1.[C:27]1(=[O:34])[O:33][C:31](=[O:32])[CH2:30][CH2:29][CH2:28]1>C1COCC1>[C:4]([C:5]1[CH:10]=[CH:9][C:8]([C:11]2[CH2:15][C:14]3([CH2:20][CH2:19][N:18]([C:31](=[O:32])[CH2:30][CH2:29][CH2:28][C:27]([OH:33])=[O:34])[CH2:17][CH2:16]3)[O:13][N:12]=2)=[CH:7][CH:6]=1)#[N:3] |f:0.1|. Procedure: To a suspension of 1.5 g (6.22 mmol) of the intermediate from Example 5. Step B in 40 ml dry THF were added 0.71 g (6.22 mmol) glutaric anhydride and 76 mg 4-N,N-dimethylaminopyridine (DMAP). It was stirred for 1 h at room temperature followed by 2 h heating with reflux. The solvent was removed under reduced pressure, and the title compound was obtained by chromatography on silica gel with dichloromethane containing 4% ethanol. It was recrystallized from ethyl acetate/ether, and the crystals wer... Reactants: CCOC(=O)CC#N, CC(=O)CCC=C(C)CCC=C(C)C, CC(=O)[O-], CC(=O)O, [NH4+], c1ccccc1. Yields the product CCOC(=O)C(C#N)C(C)CCC=C(C)CCC=C(C)C. RXN SMILES: [C:15](#[N:16])[CH2:17][C:18](=[O:19])[O:20][CH2:21][CH3:22].[CH2:1]([CH:2]=[C:3]([CH3:4])[CH2:5][CH2:6][CH:7]=[C:8]([CH3:9])[CH3:10])[CH2:11][C:12]([CH3:13])=[O:14].[CH3:24][C:25](=[O:26])[O-:27].[CH3:28][C:29](=[O:30])[OH:31].[NH4+:23].[cH:32]1[cH:33][cH:34][cH:35][cH:36][cH:37]1>>[CH2:1]([CH:2]=[C:3]([CH3:4])[CH2:5][CH2:6][CH:7]=[C:8]([CH3:9])[CH3:10])[CH2:11][CH:12]([CH3:13])[CH:17]([C:15]#[N:16])[C:18](=[O:19])[O:20][CH2:21][CH3:22].